Dataset: the Open Reaction Database (ORD), a public repository of structured organic reaction records. Task: describe an organic reaction: reactants, conditions, products, and yield Reactants: CC(C)(C)OC(=O)NCCNC(N)=S, COC(OC)N(C)C. Product: CN(C)C=NC(=S)NCCNC(=O)OC(C)(C)C. Reaction SMILES: [C:1]([CH3:2])([CH3:3])([CH3:4])[O:5][C:6]([NH:7][CH2:8][CH2:9][NH:10][C:11](=[S:12])[NH2:13])=[O:14].[CH3:15][O:16][CH:17]([N:18]([CH3:19])[CH3:20])[O:21][CH3:22]>>[C:1]([CH3:2])([CH3:3])([CH3:4])[O:5][C:6]([NH:7][CH2:8][CH2:9][NH:10][C:11](=[S:12])[N:13]=[CH:17][N:18]([CH3:19])[CH3:20])=[O:14]. Starting materials: CCOc1c(NC(C)(C)C)c(=O)c1=O, C1CCOC1, NCc1ccc(F)cc1C(F)(F)F. Product: CC(C)(C)Nc1c(NCc2ccc(F)cc2C(F)(F)F)c(=O)c1=O. As a reaction SMILES: [CH2:1]([O:2][c:4]1[c:5](=[O:14])[c:6](=[O:13])[c:7]1[NH:8][C:9]([CH3:10])([CH3:11])[CH3:12])[CH3:3].[CH2:28]1[O:29][CH2:30][CH2:31][CH2:32]1.[F:15][c:16]1[cH:17][c:18]([C:24]([F:25])([F:26])[F:27])[c:19]([CH2:20][NH2:21])[cH:22][cH:23]1>>[c:4]1([NH:21][CH2:20][c:19]2[c:18]([C:24]([F:25])([F:26])[F:27])[cH:17][c:16]([F:15])[cH:23][cH:22]2)[c:5](=[O:14])[c:6](=[O:13])[c:7]1[NH:8][C:9]([CH3:10])([CH3:11])[CH3:12].